From a dataset of the Open Reaction Database (ORD), a public repository of structured organic reaction records. describe an organic reaction: reactants, conditions, products, and yield Conditions: time 20 hour. Yield: 54.0%. Procedure: A solution of 2-amino-4-chlorobenzoic acid (10 g, 0.06 mol) in anhydrous DMF (30 mL) and anhydrous dioxane (30 mL) was cooled to 0° C. in a 300 mL 3-necked flask fitted with a magnetic stirring bar and a constant additional funnel. Bromoacetyl bromide was added dropwise over a 2 h period while maintaining the internal temperature between 0°-2° C. After the addition was completed, the ice-water bath was removed, and then the reaction mixture was stirred 20 h. The reaction mixture was cooled in an... Reactants: NC1=C(C(=O)O)C=CC(=C1)Cl (2-amino-4-chlorobenzoic acid), BrCC(=O)Br (Bromoacetyl bromide). Run in CN(C)C=O (DMF), O1CCOCC1 (dioxane). Reaction SMILES: [NH2:1][C:2]1[CH:10]=[C:9]([Cl:11])[CH:8]=[CH:7][C:3]=1[C:4]([OH:6])=[O:5].[Br:12][CH2:13][C:14](Br)=[O:15]>CN(C=O)C.O1CCOCC1>[Br:12][CH2:13][C:14]([NH:1][C:2]1[CH:10]=[C:9]([Cl:11])[CH:8]=[CH:7][C:3]=1[C:4]([OH:6])=[O:5])=[O:15]. The product is BrCC(=O)NC1=C(C(=O)O)C=CC(=C1)Cl (2-((2-Bromoacetyl)amino)-4-chlorobenzoic Acid). Starting materials: NC1=CC(=NN1CC(=O)OCC)C1=CC=C(C=C1)F (ethyl 2-(5-amino-3-(4-fluorophenyl)-1H-pyrazol-1-yl)acetate), C(C)(=O)OC(C)=O (acetic anhydride), C(C)O (Ethanol). Solvent: N1=CC=CC=C1 (pyridine). Run at time 16 hour. Product: C(C)(=O)NC1=CC(=NN1CC(=O)OCC)C1=CC=C(C=C1)F (ethyl 2-(5-acetamido-3-(4-fluorophenyl)-1H-pyrazol-1-yl)acetate). Isolated yield 94.7%. RXN SMILES: [NH2:1][C:2]1[N:6]([CH2:7][C:8]([O:10][CH2:11][CH3:12])=[O:9])[N:5]=[C:4]([C:13]2[CH:18]=[CH:17][C:16]([F:19])=[CH:15][CH:14]=2)[CH:3]=1.[C:20](OC(=O)C)(=[O:22])[CH3:21].C(O)C>N1C=CC=CC=1>[C:20]([NH:1][C:2]1[N:6]([CH2:7][C:8]([O:10][CH2:11][CH3:12])=[O:9])[N:5]=[C:4]([C:13]2[CH:14]=[CH:15][C:16]([F:19])=[CH:17][CH:18]=2)[CH:3]=1)(=[O:22])[CH3:21]. Reported procedure: To a solution of ethyl 2-(5-amino-3-(4-fluorophenyl)-1H-pyrazol-1-yl)acetate (6.91 g, 26.3 mmol) in pyridine (62 mL) was added acetic anhydride (3 ml, 31.5 mmol). The reaction was stirred at room temperature for 16 h. Ethanol was added and the mixture was concentrated in vacuo. The crude residue was purified by column chromatography (silica gel, gradient 10 to 100% ethyl acetate/isohexane) yielding ethyl 2-(5-acetamido-3-(4-fluorophenyl)-1H-pyrazol-1-yl)acetate as a solid (7.6 g). Reactants: CC(C)(OC(=O)N1CC(CCC1)O)C (1-(1,1-dimethyl-ethoxycarbonyl)-3-hydroxypiperidine), N (ammonia), NN1CC(CCC1)SC1=CC=CC=C1 (1-Amino-3-phenylthiopiperidine), C(C1=CC=CC=C1)(=O)O[C@H]1[C@@H](O[C@@H]([C@H]1OC(C1=CC=CC=C1)=O)COC(C1=CC=CC=C1)=O)N1C2=NC(=NC(=C2N=C1)Cl)Cl (9-(2',3',5'tri-O-benzoyl-β-D-ribofuranosyl)2,6-dichloro-9H-purine). Yields the product C1(=CC=CC=C1)SC1CNCCC1 (3-Phenylthiopiperidine), ClC=1N=C(C=2N=CN([C@H]3[C@H](O)[C@H](O)[C@@H](CO)O3)C2N1)NN1CC(CCC1)SC1=CC=CC=C1 (2-chloro-N-(3-phenylthio-1-piperidinyl)adenosine). Isolated yield 90.3%. Reaction SMILES: CC(C)(OC(N1CCCC(O)C1)=O)C.[NH2:15][N:16]1[CH2:21][CH2:20][CH2:19][CH:18]([S:22][C:23]2[CH:28]=[CH:27][CH:26]=[CH:25][CH:24]=2)[CH2:17]1.C([O:37][C@@H:38]1[C@H:42]([O:43]C(=O)C2C=CC=CC=2)[C@@H:41]([CH2:52][O:53]C(=O)C2C=CC=CC=2)[O:40][C@H:39]1[N:62]1[CH:70]=[N:69][C:68]2[C:63]1=[N:64][C:65]([Cl:72])=[N:66][C:67]=2Cl)(=O)C1C=CC=CC=1.N>>[C:23]1([S:22][CH:18]2[CH2:19][CH2:20][CH2:21][NH:16][CH2:17]2)[CH:28]=[CH:27][CH:26]=[CH:25][CH:24]=1.[Cl:72][C:65]1[N:66]=[C:67]([NH:15][N:16]2[CH2:21][CH2:20][CH2:19][CH:18]([S:22][C:23]3[CH:28]=[CH:27][CH:26]=[CH:25][CH:24]=3)[CH2:17]2)[C:68]2[N:69]=[CH:70][N:62]([C:63]=2[N:64]=1)[C@@H:39]1[O:40][C@H:41]([CH2:52][OH:53])[C@@H:42]([OH:43])[C@H:38]1[OH:37]. Reported procedure: 3-Phenylthiopiperidine was prepared from 1-(1,1-dimethyl-ethoxycarbonyl)-3-hydroxypiperidine by the method described by Kotsuki et al., Tetrahedron Letters, 1991, 32, 4155-4158; otherwise the synthesis proceeded as described in Example 16. 1-Amino-3-phenylthiopiperidine (0.98 g, 4.0 mmol) was reacted with 9-(2',3',5'tri-O-benzoyl-β-D-ribofuranosyl)2,6-dichloro-9H-purine (2.11 g, 3.3 mmol), followed by debenzoylation of the purified product using methanolic ammonia. This provided the title 2-chlo... Starting materials: C(=O)(O)CC1=C(C(=O)O)C=CC(=C1)OC (2-Carboxymethyl-4-methoxy-benzoic acid), NC(=O)N (urea). Solvent: O (water). Product: COC=1C=C2CC(NC(C2=CC1)=O)=O (6-methoxy-isoquinoline-1,3(2H,4H)-dione). As a reaction SMILES: [C:1]([CH2:4][C:5]1[CH:13]=[C:12]([O:14][CH3:15])[CH:11]=[CH:10][C:6]=1[C:7](O)=[O:8])(O)=[O:2].[NH2:16]C(N)=O>O>[CH3:15][O:14][C:12]1[CH:13]=[C:5]2[C:6](=[CH:10][CH:11]=1)[C:7](=[O:8])[NH:16][C:1](=[O:2])[CH2:4]2. Reported procedure: 2-Carboxymethyl-4-methoxy-benzoic acid (946 mg, 4.5 mmole) and urea (629 mg, 10.4 mmole) is stirred and heated using an oil bath at 180° C. After one hour the mixture is cooled to room temperature and treated with water, collected by filtration, washed with water and dried to give a brown solid, 498 mg, (57%); mp 212-5° C., MS (ESI): m/z 192.1 (M+H). Starting materials: O=C1CCC(CC1)C(=O)OCC (Ethyl 4-oxocyclohexanecarboxylate), C(CO)O (ethylene glycol), O.C1(=CC=C(C=C1)S(=O)(=O)O)C (p-toluenesulfonic acid monohydrate). Run in C1(=CC=CC=C1)C (toluene), CCOCC (ether). Run at time 14 hour. Product: C1COC(OCC)(C2CCC(CC2)=O)O1 (ethyl 4-oxocyclohexanecarboxylate ethylene ketal). The yield is 96.0%. Reaction SMILES: [O:1]=[C:2]1[CH2:7][CH2:6][CH:5]([C:8]([O:10][CH2:11][CH3:12])=O)[CH2:4][CH2:3]1.[CH2:13]([OH:16])[CH2:14][OH:15].O.C1(C)C=CC(S(O)(=O)=O)=CC=1>C1(C)C=CC=CC=1.CCOCC>[CH2:13]1[O:16][C:8]([CH:5]2[CH2:4][CH2:3][C:2](=[O:1])[CH2:7][CH2:6]2)([O:10][CH2:11][CH3:12])[O:15][CH2:14]1 |f:2.3|. Procedure: Ethyl 4-oxocyclohexanecarboxylate (15.01 g, 88.16 mmol) was combined with ethylene glycol (21 mL, 4.27 equiv.) and p-toluenesulfonic acid monohydrate (0.2 g, 0.012 equiv.) in anhydrous toluene (50 mL), and the mixture was stirred 14 h at room temperature. The reaction was diluted with ether (200 mL) and was washed with H2O (2×200 mL), saturated sodium bicarbonate (100 mL) and brine (80 mL). The organic layer was dried (Na2SO4), filtered and concentrated under reduced pressure to yield 18.15 g et... RXN SMILES: [CH3:1][O:2][C:3]([CH2:4][CH2:5][CH2:6][CH2:7][CH2:8][CH2:9][NH:10][CH2:11][c:12]1[cH:13][cH:14][c:15](-[c:18]2[s:19][cH:20][cH:21][n:22]2)[cH:16][cH:17]1)=[O:23].[ClH:24].[n:25]1[c:26]([S:31](=[O:32])(=[O:33])[Cl:34])[cH:27][cH:28][cH:29][cH:30]1>>[CH3:1][O:2][C:3]([CH2:4][CH2:5][CH2:6][CH2:7][CH2:8][CH2:9][N:10]([CH2:11][c:12]1[cH:13][cH:14][c:15](-[c:18]2[s:19][cH:20][cH:21][n:22]2)[cH:16][cH:17]1)[S:31]([c:26]1[n:25][cH:30][cH:29][cH:28][cH:27]1)(=[O:32])=[O:33])=[O:23]. The product is COC(=O)CCCCCCN(Cc1ccc(-c2nccs2)cc1)S(=O)(=O)c1ccccn1. The reactants are COC(=O)CCCCCCNCc1ccc(-c2nccs2)cc1, Cl, O=S(=O)(Cl)c1ccccn1. Starting materials: BrC1=CC=C2C(=N1)N(C=N2)C (5-bromo-3-methyl-3H-imidazo[4,5-b]pyridine), C1N(CCC2=CC=CC=C12)CC(CNC1=NC=CC(=C1)B1OC(C(O1)(C)C)(C)C)O (1-(3,4-dihydroisoquinolin-2(1H)-yl)-3-((4-(4,4,5,5-tetramethyl-1,3,2-dioxaborolan-2-yl)pyridin-2-yl)amino)propan-2-ol), C(=O)([O-])[O-].[K+].[K+] (K2CO3), O1CCOCC1 (dioxane). The reagents and catalysts are C1=CC=C(C=C1)P([C-]2C=CC=C2)C3=CC=CC=C3.C1=CC=C(C=C1)P([C-]2C=CC=C2)C3=CC=CC=C3.Cl[Pd]Cl.[Fe+2] (Pd(dppf)Cl2). The solvent is O (H2O). Conditions: time 30 minute. Product: C1N(CCC2=CC=CC=C12)CC(CNC1=NC=CC(=C1)C1=CC=C2C(=N1)N(C=N2)C)O (1-(3,4-dihydroisoquinolin-2(1H)-yl)-3-((4-(3-methyl-3H-imidazo[4,5-b]pyridin-5-yl)pyridin-2-yl)amino)propan-2-ol), 1-(3,4-dihydroisoquinolin-2(1H)-yl)-3-((4-(3-methyl-3H-imidazo[4,5-b]pyridin-5-yl)pyridin-2-yl)amino)propan-22-ol. The yield is 26.7%. As a reaction SMILES: Br[C:2]1[N:7]=[C:6]2[N:8]([CH3:11])[CH:9]=[N:10][C:5]2=[CH:4][CH:3]=1.[CH2:12]1[C:21]2[C:16](=[CH:17][CH:18]=[CH:19][CH:20]=2)[CH2:15][CH2:14][N:13]1[CH2:22][CH:23]([OH:41])[CH2:24][NH:25][C:26]1[CH:31]=[C:30](B2OC(C)(C)C(C)(C)O2)[CH:29]=[CH:28][N:27]=1.C([O-])([O-])=O.[K+].[K+].O1CCOCC1>C1C=CC(P(C2C=CC=CC=2)[C-]2C=CC=C2)=CC=1.C1C=CC(P(C2C=CC=CC=2)[C-]2C=CC=C2)=CC=1.Cl[Pd]Cl.[Fe+2].O>[CH2:12]1[C:21]2[C:16](=[CH:17][CH:18]=[CH:19][CH:20]=2)[CH2:15][CH2:14][N:13]1[CH2:22][CH:23]([OH:41])[CH2:24][NH:25][C:26]1[CH:31]=[C:30]([C:2]2[N:7]=[C:6]3[N:8]([CH3:11])[CH:9]=[N:10][C:5]3=[CH:4][CH:3]=2)[CH:29]=[CH:28][N:27]=1 |f:2.3.4,6.7.8.9|. Reported procedure: A mixture of 5-bromo-3-methyl-3H-imidazo[4,5-b]pyridine (100 mg, 0.47 mmol), 1-(3,4-dihydroisoquinolin-2(1H)-yl)-3-((4-(4,4,5,5-tetramethyl-1,3,2-dioxaborolan-2-yl)pyridin-2-yl)amino)propan-2-ol (230 mg, 0.56 mmol), K2CO3 (195 mg, 1.41 mmol) and Pd(dppf)Cl2 (10 mg) in a solution of dioxane (4 mL) and H2O (1 mL). The mixture was stirred then 120° C. for 30 min under microwave mediated heating. After cooling, the catalyst was filtered and the filtrate concentrated and purified by Prep-HPLC to give...